Dataset: the Open Reaction Database (ORD), a public repository of structured organic reaction records. Task: describe an organic reaction: reactants, conditions, products, and yield The reactants are C(#N)C1C(C1)C(=O)N(C)OC (2-Cyano-N-methoxy-N-methylcyclopropanecarboxamide), BrC1=C(C=CC(=C1)Cl)OC (2-bromo-4-chloroanisole), [Mg] (magnesium), C(C)OCC (diethyl ether), C(C)OCC (diethyl ether). Reagents/catalysts: BrC(C)Br (dibromoethane). Solvent: C1CCOC1 (THF), C(C)(=O)OCC (ethyl acetate). The product is ClC1=CC(=C(C(=O)C2C(C2)C#N)C=C1)OC (2-(4-Chloro-2-methoxybenzoyl)cyclopropanecarbonitrile). RXN SMILES: BrC1[CH:7]=[C:6]([Cl:8])[CH:5]=[CH:4]C=1OC.[Mg].[C:12]([CH:14]1[CH2:16][CH:15]1[C:17](N(OC)C)=[O:18])#[N:13].[CH2:23]([O:25][CH2:26][CH3:27])C>BrC(Br)C.C1COCC1.C(OCC)(=O)C>[Cl:8][C:6]1[CH:5]=[CH:4][C:27]([C:17]([CH:15]2[CH2:16][CH:14]2[C:12]#[N:13])=[O:18])=[C:26]([O:25][CH3:23])[CH:7]=1. Reported procedure: A solution of 500 mg (2.26 mmol) of 2-bromo-4-chloroanisole in 5 ml of diethyl ether was added dropwise to 57.6 mg (2.37 mmol) of magnesium turnings in 10 ml of diethyl ether, activated by adding a few drops of dibromoethane, and the reaction mixture was heated under reflux overnight. The reaction solution was added dropwise under argon to a solution of 316 mg (2.05 mmol) of the compound from Example 73A in 10 ml of THF, and the reaction mixture was heated under reflux for 2 h. It was diluted wi...